From a dataset of the Open Reaction Database (ORD), a public repository of structured organic reaction records. describe an organic reaction: reactants, conditions, products, and yield Reactants: C(C)(C)(C)C=1N=C(C=2C(N1)=NN(N2)CC)N2CC(CC2)(F)F (5-tert-Butyl-7-(3,3-difluoro-pyrrolidin-1-yl)-2-ethyl-2H-[1,2,3]triazolo[4,5-d]pyrimidine), C(C)(C)(C)C=1N=C(C2=C(N1)NN=N2)N2CC(CC2)(F)F (5-tert-butyl-7-(3,3-difluoropyrrolidin-1-yl)-3H-[1,2,3]triazolo[4,5-d]pyrimidine), ClC1=C(C(=CC=C1)F)CCl (1-chloro-2-(chloromethyl)-3-fluorobenzene). Yields the product C(C)(C)(C)C=1N=C(C=2C(N1)=NN(N2)CC2=C(C=CC=C2F)Cl)N2CC(CC2)(F)F (5-tert-Butyl-2-(2-chloro-6-fluoro-benzyl)-7-(3,3-difluoro-pyrrolidin-1-yl)-2H-[1,2,3]triazolo[4,5-d]pyrimidine), solid. The yield is 31.0%. As a reaction SMILES: [C:1]([C:5]1[N:6]=[C:7]([N:16]2[CH2:20][CH2:19][C:18]([F:22])([F:21])[CH2:17]2)[C:8]2[C:9](=[N:11][N:12]([CH2:14][CH3:15])[N:13]=2)[N:10]=1)([CH3:4])([CH3:3])[CH3:2].C(C1N=C(N2CCC(F)(F)C2)C2N=NNC=2N=1)(C)(C)C.[Cl:43][C:44]1[CH:49]=[CH:48][CH:47]=[C:46]([F:50])C=1CCl>>[C:1]([C:5]1[N:6]=[C:7]([N:16]2[CH2:20][CH2:19][C:18]([F:21])([F:22])[CH2:17]2)[C:8]2[C:9](=[N:11][N:12]([CH2:14][C:15]3[C:46]([F:50])=[CH:47][CH:48]=[CH:49][C:44]=3[Cl:43])[N:13]=2)[N:10]=1)([CH3:2])([CH3:3])[CH3:4]. Procedure: In analogy to the procedure described for the synthesis of 5-tert-butyl-7-(3,3-difluoro-pyrrolidin-1-yl)-2-ethyl-2H-[1,2,3]triazolo[4,5-d]pyrimidine (example 3, step b), the title compound was prepared from 5-tert-butyl-7-(3,3-difluoropyrrolidin-1-yl)-3H-[1,2,3]triazolo[4,5-d]pyrimidine and 1-chloro-2-(chloromethyl)-3-fluorobenzene and isolated as white solid (5.4 mg, 31%). MS (m/e): 425.4 (MH+). The reactants are C(C)(C)OC1=C(C=C(C(=O)O)C=C1)C (4-isopropoxy-3-methyl-benzoic acid), OC=1C=C(C(=O)O)C=CC1C (3-hydroxy-4-methyl-benzoic acid). Yields the product C(C)(C)OC=1C=C(C(=O)O)C=CC1C (3-Isopropoxy-4-methyl-benzoic acid). As a reaction SMILES: [CH:1]([O:4][C:5]1[CH:13]=[CH:12][C:8](C(O)=O)=[CH:7][C:6]=1[CH3:14])([CH3:3])[CH3:2].OC1C=C(C=CC=1C)[C:19]([OH:21])=[O:20]>>[CH:1]([O:4][C:5]1[CH:13]=[C:12]([CH:8]=[CH:7][C:6]=1[CH3:14])[C:19]([OH:21])=[O:20])([CH3:2])[CH3:3]. Procedure: 3-Isopropoxy-4-methyl-benzoic acid (1.70 g) is prepared in analogy to 4-isopropoxy-3-methyl-benzoic acid starting from 3-hydroxy-4-methyl-benzoic acid (2.00 g); LC-MS: tR=0.91 min. The reactants are ClC1=CC(=CC=C1)C(=O)OO (3-chloroperbenzoic acid), CN1C=C(C(C2=CC=C(C=C12)N1CCCCC1)=O)C1=NN=NN1C (1-methyl-3-(1-methyl-1H-tetrazol-5-yl)-7-piperidino-4-quinolone), ClC1=CC(=CC=C1)C(=O)OO (3-chloroperbenzoic acid), C([O-])(O)=O.[Na+] (sodium bicarbonate). The solvent is ClCCl (dichloromethane), ClCCl (dichloromethane), ClCCl (dichloromethane). Conditions: time 52 hour. Yields the product O.CN1C=C(C(C2=CC=C(C=C12)[N+]1(CCCCC1)[O-])=O)C1=NN=NN1C (1-[1-methyl-3-(1-methyl-1H-tetrazol-5-yl)-4-oxo-1,4-dihydroquinolin-7-yl]piperidine 1-oxide monohydrate). RXN SMILES: [CH3:1][N:2]1[C:11]2[C:6](=[CH:7][CH:8]=[C:9]([N:12]3[CH2:17][CH2:16][CH2:15][CH2:14][CH2:13]3)[CH:10]=2)[C:5](=[O:18])[C:4]([C:19]2[N:23]([CH3:24])[N:22]=[N:21][N:20]=2)=[CH:3]1.ClC1C=CC=C(C(OO)=[O:33])C=1.C(=O)(O)[O-].[Na+]>ClCCl>[OH2:18].[CH3:1][N:2]1[C:11]2[C:6](=[CH:7][CH:8]=[C:9]([N+:12]3([O-:33])[CH2:17][CH2:16][CH2:15][CH2:14][CH2:13]3)[CH:10]=2)[C:5](=[O:18])[C:4]([C:19]2[N:23]([CH3:24])[N:22]=[N:21][N:20]=2)=[CH:3]1 |f:2.3,5.6|. Procedure details: To a stirred solution of the 4-quinolone of Example 30 (1.44 g) in dichloromethane (100 ml) was added a solution of 3-chloroperbenzoic acid (85%, 0.86 g) in dichloromethane (20 ml) and the mixture was stirred for 52 hours. A solution of 3-chloroperbenzoic acid (85%, 0.27 g) in dichloromethane (10 ml) was added and the mixture was stirred for 20 hours. Saturated aqueous sodium bicarbonate (40 ml) was added and the mixture was stirred for 45 minutes. The mixture was evaporated to dryness and the r... The reactants are O=C(O)c1cc(S(=O)(=O)Cl)ccc1F, ClCCl, CC(C)(C)OC(=O)N1CCNCC1. Product: CC(C)(C)OC(=O)N1CCN(S(=O)(=O)c2ccc(F)c(C(=O)O)c2)CC1. RXN SMILES: [Cl:1][S:2](=[O:3])(=[O:4])[c:5]1[cH:6][cH:7][c:8]([F:14])[c:9]([C:10](=[O:11])[OH:12])[cH:13]1.[Cl:28][CH2:29][Cl:30].[N:15]1([C:21](=[O:22])[O:23][C:24]([CH3:25])([CH3:26])[CH3:27])[CH2:16][CH2:17][NH:18][CH2:19][CH2:20]1>>[S:2](=[O:3])(=[O:4])([c:5]1[cH:6][cH:7][c:8]([F:14])[c:9]([C:10](=[O:11])[OH:12])[cH:13]1)[N:18]1[CH2:17][CH2:16][N:15]([C:21](=[O:22])[O:23][C:24]([CH3:25])([CH3:26])[CH3:27])[CH2:20][CH2:19]1. Reactants: CCOC(C)=O, CC(=O)O, CNc1cc(Oc2ccc(Cl)cc2Cn2ccnc2)ccc1[N+](=O)[O-], [Zn]. Product: CNc1cc(Oc2ccc(Cl)cc2Cn2ccnc2)ccc1N. Reaction SMILES: [CH3:26][CH2:27][O:28][C:29](=[O:30])[CH3:31].[CH3:32][C:33](=[O:34])[OH:35].[Cl:1][c:2]1[cH:3][c:4]([CH2:20][n:21]2[cH:22][n:23][cH:24][cH:25]2)[c:5]([O:6][c:7]2[cH:8][cH:9][c:10]([N+:15]([O-:16])=[O:17])[c:11]([NH:12][CH3:13])[cH:14]2)[cH:18][cH:19]1.[Zn:36]>>[Cl:1][c:2]1[cH:3][c:4]([CH2:20][n:21]2[cH:22][n:23][cH:24][cH:25]2)[c:5]([O:6][c:7]2[cH:8][cH:9][c:10]([NH2:15])[c:11]([NH:12][CH3:13])[cH:14]2)[cH:18][cH:19]1. Starting materials: O=[N+]([O-])c1ccc(OC2CCN(Cc3ccccc3)C2)cc1CS(=O)(=O)c1cccc2ccccc12, O=C(Cl)OCc1ccccc1, [Na+], [OH-], c1ccccc1. The product is O=C(OCc1ccccc1)N1CCC(Oc2ccc([N+](=O)[O-])c(CS(=O)(=O)c3cccc4ccccc34)c2)C1. As a reaction SMILES: [CH2:1]([c:2]1[cH:3][cH:4][cH:5][cH:6][cH:7]1)[N:8]1[CH2:9][CH:10]([O:13][c:14]2[cH:15][c:16]([CH2:23][S:24](=[O:25])(=[O:26])[c:27]3[cH:28][cH:29][cH:30][c:31]4[cH:32][cH:33][cH:34][cH:35][c:36]34)[c:17]([N+:20](=[O:21])[O-:22])[cH:18][cH:19]2)[CH2:11][CH2:12]1.[CH2:37]([c:38]1[cH:39][cH:40][cH:41][cH:42][cH:43]1)[O:44][C:45](=[O:46])[Cl:47].[Na+:49].[OH-:48].[cH:50]1[cH:51][cH:52][cH:53][cH:54][cH:55]1>>[N:8]1([C:45]([O:44][CH2:37][c:38]2[cH:39][cH:40][cH:41][cH:42][cH:43]2)=[O:46])[CH2:9][CH:10]([O:13][c:14]2[cH:15][c:16]([CH2:23][S:24](=[O:25])(=[O:26])[c:27]3[cH:28][cH:29][cH:30][c:31]4[cH:32][cH:33][cH:34][cH:35][c:36]34)[c:17]([N+:20](=[O:21])[O-:22])[cH:18][cH:19]2)[CH2:11][CH2:12]1.